This data is from the Open Reaction Database (ORD), a public repository of structured organic reaction records. The task is: describe an organic reaction: reactants, conditions, products, and yield Yields the product O=C1OC2=C(N1)C=CC(=C2)C(=O)C2=CC(=NC=N2)N2CCC(CC2)N2C(NC1=NC=CC=C12)=O (1-{1-[6-(2-oxo-2,3-dihydro-benzoxazole-6-carbonyl)-pyrimidin-4-yl]-piperidin-4-yl}-1,3-di-hydro-imidazo[4,5-b]pyridin-2-one). Reaction SMILES: [NH:1]1[CH2:6][CH2:5][CH:4]([N:7]2[C:15]3[C:10](=[N:11][CH:12]=[CH:13][CH:14]=3)[NH:9][C:8]2=[O:16])[CH2:3][CH2:2]1.Cl[C:18]1[N:23]=[CH:22][N:21]=[C:20]([C:24]([C:26]2[CH:35]=[CH:34][C:29]3[NH:30][C:31](=[O:33])[O:32][C:28]=3[CH:27]=2)=[O:25])[CH:19]=1.CCN(C(C)C)C(C)C>CN(C=O)C.C(#N)C.O>[O:33]=[C:31]1[NH:30][C:29]2[CH:34]=[CH:35][C:26]([C:24]([C:20]3[N:21]=[CH:22][N:23]=[C:18]([N:1]4[CH2:2][CH2:3][CH:4]([N:7]5[C:15]6[C:10](=[N:11][CH:12]=[CH:13][CH:14]=6)[NH:9][C:8]5=[O:16])[CH2:5][CH2:6]4)[CH:19]=3)=[O:25])=[CH:27][C:28]=2[O:32]1 |f:4.5|. Reported procedure: 78 mg (0.40 mmol) 1-piperidin-4-yl-1,3-dihydro-imidazo[4,5-b]pyridin-2-one, 0.10 g (0.40 mmol) 6-(6-chloro-pyrimidine-4-carbonyl)-3H-benzoxazol-2-one and 0.070 mL (0.40 mmol) DIPEA were combined in 2 mL DMF and shaken overnight at RT. The mixture was diluted with acetonitrile/water and purified by preparative HPLC-MS. The fractions containing the product were combined and freeze-dried. Solvent: CN(C)C=O (DMF), C(C)#N.O (acetonitrile water). Reactants: N1CCC(CC1)N1C(NC2=NC=CC=C21)=O (1-piperidin-4-yl-1,3-dihydro-imidazo[4,5-b]pyridin-2-one), ClC1=CC(=NC=N1)C(=O)C1=CC2=C(NC(O2)=O)C=C1 (6-(6-chloro-pyrimidine-4-carbonyl)-3H-benzoxazol-2-one), CCN(C(C)C)C(C)C (DIPEA). Conditions: time 8 hour. Starting materials: C1(=CCCC1)N1CCOCC1 (N-cyclopentenyl morpholine), COC1=C(C=O)C=CC(=C1)OC (2,4-dimethoxybenzaldehyde), C1=CC=CC=C1 (benzene), Cl (hydrochloric acid). Reaction conditions: temperature 30 celsius, time 2 hour. Yields the product COC1=C(C=C2C(CCC2)=O)C=CC(=C1)OC (2-(2,4-dimethoxybenzylidene)cyclopentanone). Yield: 71.2%. As a reaction SMILES: C1(N2CC[O:9]CC2)CCCC=1.[CH3:12][O:13][C:14]1[CH:21]=[C:20]([O:22][CH3:23])[CH:19]=[CH:18][C:15]=1[CH:16]=O.Cl.[CH:25]1[CH:30]=[CH:29][CH:28]=[CH:27]C=1>>[CH3:12][O:13][C:14]1[CH:21]=[C:20]([O:22][CH3:23])[CH:19]=[CH:18][C:15]=1[CH:16]=[C:27]1[CH2:28][CH2:29][CH2:30][C:25]1=[O:9]. Reported procedure: With reflux device installed, 36.8 g (0.24 mol) of N-cyclopentenyl morpholine, 0.20 mol of 2,4-dimethoxybenzaldehyde and 200 mL benzene were added to a round bottom flask and heated under reflux for 20 h. The resulting solution was cooled to 30° C. and slowly stirred while 62 mL of hydrochloric acid (6 mol/L) was added. After stirring for 2 h at room temperature, the benzene layer was separated and washed with water to neutral, and dried over anhydrous sodium sulfate overnight. Then the mixture ... Starting materials: ClC=1C=CC(=C(CC2C(N(CC(NC2)=O)S(=O)(=O)C2=CC=C(C=C2)Cl)=O)C1)OC (6-(5-chloro-2-methoxybenzyl)-4-[(4-chlorophenyl)sulfonyl]-1,4-diazepan-2,5-dione), compound I, ClC1=CC(=C(C=C1)NC(OCC)=O)/C=C/1\CNC(CN(C1=O)S(=O)(=O)C1=CC=C(C=C1)Cl)=O (Ethyl 4-chloro-2-((E)-{1-[(4-chlorophenyl)sulfonyl]-3,7-dioxo-1,4-diazepan-6-ylidene}methyl)phenylcarbamate). The product is C(C)OC(NC1=C(C=C(C=C1)Cl)CC1CNC(CN(C1=O)S(=O)(=O)C1=CC=C(C=C1)Cl)=O)=O (ethyl-4-chloro-2-({1-[(4-chlorophenyl)sulfonyl]-3,7-dioxo-1,4-diazepan-6-yl}methyl)phenylcarbamate). As a reaction SMILES: ClC1C=CC(OC)=C(C=1)CC1CNC(=O)CN(S(C2C=CC(Cl)=CC=2)(=O)=O)C1=O.[Cl:30][C:31]1[CH:36]=[CH:35][C:34]([NH:37][C:38](=[O:42])[O:39][CH2:40][CH3:41])=[C:33](/[CH:43]=[C:44]2\[CH2:45][NH:46][C:47](=[O:62])[CH2:48][N:49]([S:52]([C:55]3[CH:60]=[CH:59][C:58]([Cl:61])=[CH:57][CH:56]=3)(=[O:54])=[O:53])[C:50]\2=[O:51])[CH:32]=1>>[CH2:40]([O:39][C:38](=[O:42])[NH:37][C:34]1[CH:35]=[CH:36][C:31]([Cl:30])=[CH:32][C:33]=1[CH2:43][CH:44]1[C:50](=[O:51])[N:49]([S:52]([C:55]2[CH:56]=[CH:57][C:58]([Cl:61])=[CH:59][CH:60]=2)(=[O:53])=[O:54])[CH2:48][C:47](=[O:62])[NH:46][CH2:45]1)[CH3:41]. Procedure: Instead of the starting material of Example 29, that is, the compound I, the compound of Example 278 was used for the similar procedure as in Example 29 to obtain the title compound. Starting materials: C(C)(=O)OC(C)C1=CC2=CC=CC=C2C=C1 (2-(1-acetoxyethyl)naphthalene), S(O)(O)(=O)=O (sulfuric acid), CC(=O)C (acetone). The reagents and catalysts are [O-2].[O-2].[O-2].[Cr+6] (chromium trioxide). Solvent: C(C)(=O)O (acetic acid). The product is C(C)(=O)C1=CC2=CC=CC=C2C=C1 (2-acetylnaphthalene). Reaction SMILES: C([O:4][CH:5]([C:7]1[CH:16]=[CH:15][C:14]2[C:9](=[CH:10][CH:11]=[CH:12][CH:13]=2)[CH:8]=1)[CH3:6])(=O)C.S(=O)(=O)(O)O.CC(C)=O>C(O)(=O)C.[O-2].[O-2].[O-2].[Cr+6]>[C:5]([C:7]1[CH:16]=[CH:15][C:14]2[C:9](=[CH:10][CH:11]=[CH:12][CH:13]=2)[CH:8]=1)(=[O:4])[CH3:6] |f:4.5.6.7|. Procedure details: 2-Acetylnaphthalene is prepared by treating 2-(1-bromoethyl)naphthalene, prepared as described above, with sodium acetate in acetic acid to afford 2-(1-acetoxyethyl)naphthalene which upon base hydrolysis furnishes the 2-(1-hydroxyethyl)naphthalene. The latter is oxidized with an equivalent of chromium trioxide in glacial acetic acid, or 8N sulfuric acid and acetone to furnish 2-acetylnaphthalene. 2-Carboxynaphthalene is prepared from 2-acetylnaphthalene by treating the latter with aqueous sodium... The reactants are FC=1C=C(C=CC1)C1=NN(C2=CC=C(C=C12)C(=O)C=1SC=CC1)CO ([3-(3-fluorophenyl)-1-(hydroxymethyl)-1H-5-indazolyl](2-thienyl)methanone). Run in CO (methanol). Yields the product N (ammonia), FC=1C=C(C=CC1)C1=NNC2=CC=C(C=C12)C(=O)C=1SC=CC1 ([3-(3-Fluorophenyl)-1H-5-indazolyl](2-thienyl)methanone). Isolated yield 141.5%. As a reaction SMILES: [F:1][C:2]1[CH:3]=[C:4]([C:8]2[C:16]3[C:11](=[CH:12][CH:13]=[C:14]([C:17]([C:19]4[S:20][CH:21]=[CH:22][CH:23]=4)=[O:18])[CH:15]=3)[N:10](CO)[N:9]=2)[CH:5]=[CH:6][CH:7]=1>CO>[NH3:9].[F:1][C:2]1[CH:3]=[C:4]([C:8]2[C:16]3[C:11](=[CH:12][CH:13]=[C:14]([C:17]([C:19]4[S:20][CH:21]=[CH:22][CH:23]=4)=[O:18])[CH:15]=3)[NH:10][N:9]=2)[CH:5]=[CH:6][CH:7]=1. Procedure details: By treating 17 mg of [3-(3-fluorophenyl)-1-(hydroxymethyl)-1H-5-indazolyl](2-thienyl)methanone, a by-product formed by incomplete deprotection in the above reaction, with concentrated aqueous ammonia solution in methanol, 11 mg of the title compound was further obtained. Reactants: BrB(Br)Br, CCOCc1nc2c(N)nc3cccnc3c2n1CC(C)C, CC(C)CN, ClCCl, CC(C)(O)CN. The product is CC(C)Cn1c(CO)nc2c(N)nc3cccnc3c21. RXN SMILES: [B:34]([Br:35])([Br:36])[Br:37].[CH2:1]([CH3:2])[O:3][CH2:4][c:5]1[n:6]([CH2:19][CH:20]([CH3:21])[CH3:22])[c:7]2[c:8]([c:9]([NH2:17])[n:10][c:11]3[cH:12][cH:13][cH:14][n:15][c:16]23)[n:18]1.[CH3:23][CH:24]([CH3:25])[CH2:26][NH2:27].[Cl:38][CH2:39][Cl:40].[NH2:28][CH2:29][C:30]([CH3:31])([OH:32])[CH3:33]>>[OH:3][CH2:4][c:5]1[n:6]([CH2:19][CH:20]([CH3:21])[CH3:22])[c:7]2[c:8]([c:9]([NH2:17])[n:10][c:11]3[cH:12][cH:13][cH:14][n:15][c:16]23)[n:18]1. The reactants are [Mg] (magnesium), [Si](C)(C)(C(C)(C)C)OC1=C(C=C(C=C1)Br)C1(CCCCC1)C (4-tert-butyldimethylsilyloxy-3-(1-methylcyclohexyl)bromobenzene), CN(C)C=O (DMF). Reagents/catalysts: BrC(C)Br (dibromoethane). The solvent is O (water). Run at time 30 minute. Yields the product [Si](C)(C)(C(C)(C)C)OC1=C(C=C(C=O)C=C1)C1(CCCCC1)C (4-tert-butyldimethylsilyloxy-3-(1-methylcyclohexyl)benzaldehyde). Reaction SMILES: [Mg].[Si:2]([O:9][C:10]1[CH:15]=[CH:14][C:13](Br)=[CH:12][C:11]=1[C:17]1([CH3:23])[CH2:22][CH2:21][CH2:20][CH2:19][CH2:18]1)([C:5]([CH3:8])([CH3:7])[CH3:6])([CH3:4])[CH3:3].CN([CH:27]=[O:28])C>BrC(Br)C.O>[Si:2]([O:9][C:10]1[CH:15]=[CH:14][C:13]([CH:27]=[O:28])=[CH:12][C:11]=1[C:17]1([CH3:23])[CH2:22][CH2:21][CH2:20][CH2:19][CH2:18]1)([C:5]([CH3:8])([CH3:7])[CH3:6])([CH3:4])[CH3:3]. Reported procedure: 1.54 g of magnesium are placed in a 500 ml three-necked round-bottomed flask and then a solution containing 22.09 g (57.7 mmol) of 4-tert-butyldimethylsilyloxy-3-(1-methylcyclohexyl)bromobenzene is added through a dropping funnel. The reaction is activated by a few drops of dibromoethane. 4.45 ml (57 mmol) of DMF are then added and the mixture is left stirring for 30 min at room temperature. The reaction medium is poured into water and then extracted with ethyl acetate. After rinsing the organic... Procedure details: 690 mg of anhydrous aluminum chloride was suspended in 100 ml of methylene chloride. To the suspension was added 1.1 ml of ethanethiol at room temperature, and the mixture was stirred at the same temperature for 30 minutes. Thereto was dropwise added, in 1 minute, a solution of 380 mg of 2-(2-dimethylaminoethyl)-9-methoxy-5-methyl-1H-[1]benzothieno[3,2-e]isoindole-1,3(2H)-dione dissolved in 100 ml of methylene chloride. The mixture was stirred at room temperature overnight. The solvent was remov... Reactants: [Cl-].[Al+3].[Cl-].[Cl-] (aluminum chloride), C(C)S (ethanethiol), CN(CCN1C(C=2C=C(C3=C(C2C1=O)C1=C(S3)C=CC(=C1)OC)C)=O)C (2-(2-dimethylaminoethyl)-9-methoxy-5-methyl-1H-[1]benzothieno[3,2-e]isoindole-1,3(2H)-dione). Product: CN(CCN1C(C=2C=C(C3=C(C2C1=O)C1=C(S3)C=CC(=C1)O)C)=O)C (2-(2-dimethylaminoethyl)-9-hydroxy-5-methyl-1H-[1]benzothieno[3,2-e]isoindole-1,3(2H)-dione). Yield: 93.0%. Reaction SMILES: [Cl-].[Al+3].[Cl-].[Cl-].C(S)C.[CH3:8][N:9]([CH3:33])[CH2:10][CH2:11][N:12]1[C:20](=[O:21])[C:19]2[C:18]3[C:22]4[CH:28]=[C:27]([O:29]C)[CH:26]=[CH:25][C:23]=4[S:24][C:17]=3[C:16]([CH3:31])=[CH:15][C:14]=2[C:13]1=[O:32]>C(Cl)Cl>[CH3:33][N:9]([CH3:8])[CH2:10][CH2:11][N:12]1[C:20](=[O:21])[C:19]2[C:18]3[C:22]4[CH:28]=[C:27]([OH:29])[CH:26]=[CH:25][C:23]=4[S:24][C:17]=3[C:16]([CH3:31])=[CH:15][C:14]=2[C:13]1=[O:32] |f:0.1.2.3|. Run in C(Cl)Cl (methylene chloride), C(Cl)Cl (methylene chloride). Run at time 30 minute. The reactants are [N-]=[N+]=[N-].[Na+] (sodium azide), BrCC(=O)C1=C(C=C(C(=O)OC)C=C1OC)OC (Methyl 4-(bromoacetyl)-3,5-dimethoxybenzoate), O (water). Run in CN(C)C=O (DMF). Conditions: time 1 hour. Yields the product N(=[N+]=[N-])CC(=O)C1=C(C=C(C(=O)OC)C=C1OC)OC (Methyl 4-(azidoacetyl)-3,5-dimethoxybenzoate). Reaction SMILES: Br[CH2:2][C:3]([C:5]1[C:14]([O:15][CH3:16])=[CH:13][C:8]([C:9]([O:11][CH3:12])=[O:10])=[CH:7][C:6]=1[O:17][CH3:18])=[O:4].[N-:19]=[N+:20]=[N-:21].[Na+].O>CN(C=O)C>[N:19]([CH2:2][C:3]([C:5]1[C:14]([O:15][CH3:16])=[CH:13][C:8]([C:9]([O:11][CH3:12])=[O:10])=[CH:7][C:6]=1[O:17][CH3:18])=[O:4])=[N+:20]=[N-:21] |f:1.2|. Reported procedure: Methyl 4-(bromoacetyl)-3,5-dimethoxybenzoate was dissolved in DMF, sodium azide (96 mg) was added to it, and stirred at room temperature for 1 hour. The reaction liquid was poured into water, extracted with ethyl acetate, the organic layer was washed with water and saturated saline water, and dried with sodium sulfate. Sodium sulfate was removed through filtration, and the filtrate was concentrated under reduced pressure. The residue was purified through silica gel column chromatography (hexane/...